From a dataset of the Open Reaction Database (ORD), a public repository of structured organic reaction records. describe an organic reaction: reactants, conditions, products, and yield Reactants: ClC1=CC=C2C(=NN(C2=C1)C)C1=CN=C2C(=N1)C(=CN2COCC[Si](C)(C)C)C(=O)O (2-(6-Chloro-1-methyl-1H-indazol-3-yl)-5-((2-(trimethylsilyl)ethoxy)methyl)-5H-pyrrolo[3,2-b]pyrazine-7-carboxylic acid), CC1NC1 (2-Methylaziridine), C(C)(C)N(C(C)C)CC (N,N-diisopropylethylamine), CN(CCCN=C=NCC)C (1-(3-(dimethylamino)-propyl)-3-ethylcarbodiimide), Cl (HCl). Reagents/catalysts: CN(C1=CC=NC=C1)C (4-Dimethylaminopyridine). The solvent is C(C)(=O)OCC (ethyl acetate), O (water), ClCCl (dichloromethane). Conditions: time 5 minute. The product is ClC1=CC=C2C(=NN(C2=C1)C)C=1N=C2C(=NC1)N(C=C2C(=O)N2C(C2)C)COCC[Si](C)(C)C ([2-(6-chloro-1-methyl-1H-indazol-3-yl)-5-(2-trimethylsilanyl-ethoxymethyl)-5H-pyrrolo[2,3-b]pyrazin-7-yl]-(2-methyl-aziridin-1-yl)-methanone). The yield is 64.6%. Reaction SMILES: [Cl:1][C:2]1[CH:10]=[C:9]2[C:5]([C:6]([C:12]3[N:17]=[C:16]4[C:18]([C:29](O)=[O:30])=[CH:19][N:20]([CH2:21][O:22][CH2:23][CH2:24][Si:25]([CH3:28])([CH3:27])[CH3:26])[C:15]4=[N:14][CH:13]=3)=[N:7][N:8]2[CH3:11])=[CH:4][CH:3]=1.C([N:35]([CH2:39][CH3:40])[CH:36](C)C)(C)C.CN(C)CCCN=C=NCC.CC1CN1.Cl>ClCCl.CN(C)C1C=CN=CC=1.C(OCC)(=O)C.O>[Cl:1][C:2]1[CH:10]=[C:9]2[C:5]([C:6]([C:12]3[N:17]=[C:16]4[C:18]([C:29]([N:35]5[CH2:36][CH:39]5[CH3:40])=[O:30])=[CH:19][N:20]([CH2:21][O:22][CH2:23][CH2:24][Si:25]([CH3:26])([CH3:28])[CH3:27])[C:15]4=[N:14][CH:13]=3)=[N:7][N:8]2[CH3:11])=[CH:4][CH:3]=1. Reported procedure: 2-(6-Chloro-1-methyl-1H-indazol-3-yl)-5-((2-(trimethylsilyl)ethoxy)methyl)-5H-pyrrolo[3,2-b]pyrazine-7-carboxylic acid (100 mg, 0.218 mmol) was suspended in dichloromethane (2.2 ml). 4-Dimethylaminopyridine (5.3 mg, 0.044 mmol), N,N-diisopropylethylamine (76 ul, 0.44 mmol) and then 1-(3-(dimethylamino)-propyl)-3-ethylcarbodiimide (84 mg, 0.44 mmol) were added. The solution was stirred for 5 min then cooled in an ice bath. 2-Methylaziridine (23 ul, 0.33 mmol) was added and the reaction was warmed...